describe an organic reaction: reactants, conditions, products, and yield From a dataset of the Open Reaction Database (ORD), a public repository of structured organic reaction records. The reactants are NC[C@H]1N(CCC[C@H]1C)C(=O)C1=C(C=CC(=C1)C)C1=NC=CC=C1 (((2S,3R)-2-(aminomethyl)-3-methylpiperidin-1-yl)(5-methyl-2-(pyridin-2-yl)phenyl)methanone), BrC1=NC=C(C=C1)C (2-bromo-5-methylpyridine). Product: C[C@H]1[C@H](N(CCC1)C(=O)C1=C(C=CC(=C1)C)C1=NC=CC=C1)CNC1=NC=C(C=C1)C (((2S,3R)-3-Methyl-2-(((5-methylpyridin-2-yl)amino)methyl)piperidin-1-yl)(5-methyl-2-(pyridin-2-yl)phenyl)methanone). Reaction SMILES: [NH2:1][CH2:2][C@@H:3]1[C@H:8]([CH3:9])[CH2:7][CH2:6][CH2:5][N:4]1[C:10]([C:12]1[CH:17]=[C:16]([CH3:18])[CH:15]=[CH:14][C:13]=1[C:19]1[CH:24]=[CH:23][CH:22]=[CH:21][N:20]=1)=[O:11].Br[C:26]1[CH:31]=[CH:30][C:29]([CH3:32])=[CH:28][N:27]=1>>[CH3:9][C@@H:8]1[CH2:7][CH2:6][CH2:5][N:4]([C:10]([C:12]2[CH:17]=[C:16]([CH3:18])[CH:15]=[CH:14][C:13]=2[C:19]2[CH:24]=[CH:23][CH:22]=[CH:21][N:20]=2)=[O:11])[C@@H:3]1[CH2:2][NH:1][C:26]1[CH:31]=[CH:30][C:29]([CH3:32])=[CH:28][N:27]=1. Procedure details: The title compound was synthesized following the same general protocol as described in Example A44, using ((2S,3R)-2-(aminomethyl)-3-methylpiperidin-1-yl)(5-methyl-2-(pyridin-2-yl)phenyl)methanone and 2-bromo-5-methylpyridine. ESI-MS (m/z): 415 [M+1]+. Starting materials: CC(C)(C)[Si](C)(C)Oc1cccc(C(CN)O[Si](C)(C)C(C)(C)C)c1, CS(=O)(=O)c1nnc(-c2ccc3cnccc3c2)s1, CS(=O)c1nnc(-c2ccc3cnccc3c2)s1. The product is CC(C)(C)[Si](C)(C)Oc1cccc(C(CNc2nnc(-c3ccc4cnccc4c3)s2)O[Si](C)(C)C(C)(C)C)c1. As a reaction SMILES: [C:1]([CH3:2])([CH3:3])([CH3:4])[Si:5]([O:6][CH:7]([CH2:8][NH2:9])[c:10]1[cH:11][c:12]([O:16][Si:17]([CH3:18])([CH3:19])[C:20]([CH3:21])([CH3:22])[CH3:23])[cH:13][cH:14][cH:15]1)([CH3:24])[CH3:25].[CH3:26][S:27](=[O:28])(=[O:29])[c:30]1[n:31][n:32][c:33](-[c:35]2[cH:36][c:37]3[cH:38][cH:39][n:40][cH:41][c:42]3[cH:43][cH:44]2)[s:34]1.[CH3:45][S:46]([c:47]1[s:48][c:49](-[c:50]2[cH:51][c:52]3[c:53]([cH:54][cH:55]2)[cH:56][n:57][cH:58][cH:59]3)[n:60][n:61]1)=[O:62]>>[C:1]([CH3:2])([CH3:3])([CH3:4])[Si:5]([O:6][CH:7]([CH2:8][NH:9][c:30]1[n:31][n:32][c:33](-[c:35]2[cH:36][c:37]3[cH:38][cH:39][n:40][cH:41][c:42]3[cH:43][cH:44]2)[s:34]1)[c:10]1[cH:11][c:12]([O:16][Si:17]([CH3:18])([CH3:19])[C:20]([CH3:21])([CH3:22])[CH3:23])[cH:13][cH:14][cH:15]1)([CH3:24])[CH3:25]. The reactants are CO, O=C(O)C1CC(C(=O)O)CN(S(=O)(=O)c2cccc([N+](=O)[O-])c2)C1, [Pd]. Product: Nc1cccc(S(=O)(=O)N2CC(C(=O)O)CC(C(=O)O)C2)c1. As a reaction SMILES: [CH3:25][OH:26].[N+:1]([O-:2])(=[O:3])[c:4]1[cH:5][c:6]([S:10](=[O:11])(=[O:12])[N:13]2[CH2:14][CH:15]([C:22](=[O:23])[OH:24])[CH2:16][CH:17]([C:19](=[O:20])[OH:21])[CH2:18]2)[cH:7][cH:8][cH:9]1.[Pd:27]>>[NH2:1][c:4]1[cH:5][c:6]([S:10](=[O:11])(=[O:12])[N:13]2[CH2:14][CH:15]([C:22](=[O:23])[OH:24])[CH2:16][CH:17]([C:19](=[O:20])[OH:21])[CH2:18]2)[cH:7][cH:8][cH:9]1. Starting materials: O=C([O-])O, Cl, [Na+], CC(C)(O)C(O)c1cnc(C2OCCO2)s1, C1CCOC1, O. The product is CC(C)(O)C(O)c1cnc(C=O)s1. Reaction SMILES: [C:19](=[O:20])([O-:21])[OH:22].[ClH:17].[Na+:23].[O:1]1[CH:2]([c:6]2[s:7][c:8]([CH:11]([C:12]([CH3:13])([OH:14])[CH3:15])[OH:16])[cH:9][n:10]2)[O:5][CH2:4][CH2:3]1.[O:24]1[CH2:25][CH2:26][CH2:27][CH2:28]1.[OH2:18]>>[O:1]=[CH:2][c:6]1[s:7][c:8]([CH:11]([C:12]([CH3:13])([OH:14])[CH3:15])[OH:16])[cH:9][n:10]1. Starting materials: BrC1=NNC2=CC=C(C=C12)C#N (3-bromo-1H-indazole-5-carbonitrile), O.C1(=CC=C(C=C1)S(=O)(=O)O)C (p-toluenesulfonic acid monohydrate), O1CCCC=C1 (3,4-dihydro-2H-pyran). The solvent is hexanes, O1CCCC1 (tetrahydrofuran). The product is crude material, BrC1=NN(C2=CC=C(C=C12)C#N)C1OCCCC1 (3-Bromo-1-perhydro-2H-pyran-2-yl-1H-indazole-5-carbonitrile). Isolated yield 76.1%. As a reaction SMILES: [Br:1][C:2]1[C:10]2[C:5](=[CH:6][CH:7]=[C:8]([C:11]#[N:12])[CH:9]=2)[NH:4][N:3]=1.O.C1(C)C=CC(S(O)(=O)=O)=CC=1.[O:25]1[CH:30]=[CH:29][CH2:28][CH2:27][CH2:26]1>O1CCCC1>[Br:1][C:2]1[C:10]2[C:5](=[CH:6][CH:7]=[C:8]([C:11]#[N:12])[CH:9]=2)[N:4]([CH:26]2[CH2:27][CH2:28][CH2:29][CH2:30][O:25]2)[N:3]=1 |f:1.2|. Procedure details: To a solution of 13.67 g (61.56 mmol) of 3-bromo-1H-indazole-5-carbonitrile and 2.06 g (10.8 mmol, 0.175 equiv.) of p-toluenesulfonic acid monohydrate in 247 mL of anhydrous tetrahydrofuran (THF) was added 11.2 mL (123 mmol, 2.00 equiv.) of 3,4-dihydro-2H-pyran. The mixture was refluxed under a nitrogen atmosphere for 14 h. The reaction was quenched with saturated aqueous sodium bicarbonate (sat. aq. NaHCO3). The mixture was extracted twice with EtOAc. The combined organics were washed with 2×sa...